describe an organic reaction: reactants, conditions, products, and yield From a dataset of the Open Reaction Database (ORD), a public repository of structured organic reaction records. Starting materials: COC(=O)C(CS)NC(=O)OC(C)(C)C, CP(C)C, CCCCCCC, ClCCl, OCc1ccc(-c2cccc(CN3CCCc4ccc(C(F)(F)F)cc43)c2)cc1, O=C(N=NC(=O)N1CCCCC1)N1CCCCC1, c1c[nH]cn1. Yields the product COC(=O)C(CSCc1ccc(-c2cccc(CN3CCCc4ccc(C(F)(F)F)cc43)c2)cc1)NC(=O)OC(C)(C)C. As a reaction SMILES: [CH3:30][O:31][C:32]([CH:33]([CH2:34][SH:35])[NH:36][C:37](=[O:38])[O:39][C:40]([CH3:41])([CH3:42])[CH3:43])=[O:44].[CH3:68][P:69]([CH3:70])[CH3:71].[CH3:75][CH2:76][CH2:77][CH2:78][CH2:79][CH2:80][CH3:81].[Cl:72][CH2:73][Cl:74].[F:1][C:2]([c:3]1[cH:4][cH:5][c:6]2[c:11]([cH:12]1)[N:10]([CH2:13][c:14]1[cH:15][c:16](-[c:20]3[cH:21][cH:22][c:23]([CH2:26][OH:27])[cH:24][cH:25]3)[cH:17][cH:18][cH:19]1)[CH2:9][CH2:8][CH2:7]2)([F:28])[F:29].[N:45]([C:46]([N:47]1[CH2:48][CH2:49][CH2:50][CH2:51][CH2:52]1)=[O:53])=[N:54][C:55]([N:56]1[CH2:57][CH2:58][CH2:59][CH2:60][CH2:61]1)=[O:62].[nH:63]1[cH:64][cH:65][n:66][cH:67]1>>[F:1][C:2]([c:3]1[cH:4][cH:5][c:6]2[c:11]([cH:12]1)[N:10]([CH2:13][c:14]1[cH:15][c:16](-[c:20]3[cH:21][cH:22][c:23]([CH2:26][S:35][CH2:34][CH:33]([C:32]([O:31][CH3:30])=[O:44])[NH:36][C:37](=[O:38])[O:39][C:40]([CH3:41])([CH3:42])[CH3:43])[cH:24][cH:25]3)[cH:17][cH:18][cH:19]1)[CH2:9][CH2:8][CH2:7]2)([F:28])[F:29]. Starting materials: S(=S)(=O)([O-])[O-].[Na+].[Na+] (sodium thiosulfate), C(CCC)OCCOC1=CC=C(C=C1)C=1C=CC2=C(C=C(CCN2CC(C)C)C(=O)NC2=CC=C(C=C2)SCC=2N(C=CN2)CC(C)C)C1 (7-[4-(2-butoxyethoxy)phenyl]-1-isobutyl-N-[4-[[(1-isobutylimidazol-2-yl)methyl]sulfanyl]phenyl]-2,3-dihydro-1-benzazepine-4-carboxamide), solution, ClC1=CC(=CC=C1)C(=O)OO (3-chloroperbenzoic acid). The solvent is ClCCl (dichloromethane), ClCCl (dichloromethane). Reaction conditions: time 30 minute. The product is C(CCC)OCCOC1=CC=C(C=C1)C=1C=CC2=C(C=C(CCN2CC(C)C)C(=O)NC2=CC=C(C=C2)S(=O)CC=2N(C=CN2)CC(C)C)C1 (7-[4-(2-butoxyethoxy)phenyl]-1-isobutyl-N-[4-[[(1-isobutylimidazol-2-yl)methyl]sulfinyl]phenyl]-2,3-dihydro-1-benzazepine-4-carboxamide). Isolated yield 67.6%. RXN SMILES: [CH2:1]([O:5][CH2:6][CH2:7][O:8][C:9]1[CH:14]=[CH:13][C:12]([C:15]2[CH:16]=[CH:17][C:18]3[N:24]([CH2:25][CH:26]([CH3:28])[CH3:27])[CH2:23][CH2:22][C:21]([C:29]([NH:31][C:32]4[CH:37]=[CH:36][C:35]([S:38][CH2:39][C:40]5[N:41]([CH2:45][CH:46]([CH3:48])[CH3:47])[CH:42]=[CH:43][N:44]=5)=[CH:34][CH:33]=4)=[O:30])=[CH:20][C:19]=3[CH:49]=2)=[CH:11][CH:10]=1)[CH2:2][CH2:3][CH3:4].ClC1C=CC=C(C(OO)=[O:58])C=1.S([O-])([O-])(=O)=S.[Na+].[Na+]>ClCCl>[CH2:1]([O:5][CH2:6][CH2:7][O:8][C:9]1[CH:10]=[CH:11][C:12]([C:15]2[CH:16]=[CH:17][C:18]3[N:24]([CH2:25][CH:26]([CH3:27])[CH3:28])[CH2:23][CH2:22][C:21]([C:29]([NH:31][C:32]4[CH:33]=[CH:34][C:35]([S:38]([CH2:39][C:40]5[N:41]([CH2:45][CH:46]([CH3:48])[CH3:47])[CH:42]=[CH:43][N:44]=5)=[O:58])=[CH:36][CH:37]=4)=[O:30])=[CH:20][C:19]=3[CH:49]=2)=[CH:13][CH:14]=1)[CH2:2][CH2:3][CH3:4] |f:2.3.4|. Reported procedure: To a solution of 7-[4-(2-butoxyethoxy)phenyl]-1-isobutyl-N-[4-[[(1-isobutylimidazol-2-yl)methyl]sulfanyl]phenyl]-2,3-dihydro-1-benzazepine-4-carboxamide (600 mg) in dichloromethane (15 ml) was added dropwise 70% solution of 3-chloroperbenzoic acid (326 mg) in dichloromethane (15 ml) at −78° C. To the mixture was added an aqueous solution of sodium thiosulfate, and the mixture was allowed to be at room temperature, and stirred for 30 minutes, and extracted with ethyl acetate. The organic layer wa...